This data is from the Open Reaction Database (ORD), a public repository of structured organic reaction records. The task is: describe an organic reaction: reactants, conditions, products, and yield Starting materials: C1OC=2C=C(C=CC2O1)C1NCCC=2C3=CC=CC=C3NC12 (1-(3,4-methylenedioxyphenyl)-2,3,4,9-tetrahydro-1H-β-carboline), C(C)(C)N(C(C)C)CC (N,N-diisopropylethylamine), Intermediate 7, ClC1=NC=C(C=N1)Br (2-chloro-5-bromopyrimidine). Run in C(C)(=O)OCC (ethyl acetate). Conditions: temperature 125 celsius. Product: C1OC=2C=C(C=CC2O1)C1N(CCC=2C3=CC=CC=C3NC12)C1=NC=C(C=N1)Br (1-(3,4-Methylenedioxyphenyl)-2-(5-bromopyrimidin-2-yl)-2,3,4,9-tetrahydro-1H-β-carboline). As a reaction SMILES: [CH2:1]1[O:9][C:8]2[CH:7]=[CH:6][C:5]([CH:10]3[C:22]4[NH:21][C:20]5[C:15](=[CH:16][CH:17]=[CH:18][CH:19]=5)[C:14]=4[CH2:13][CH2:12][NH:11]3)=[CH:4][C:3]=2[O:2]1.Cl[C:24]1[N:29]=[CH:28][C:27]([Br:30])=[CH:26][N:25]=1.C(N(CC)C(C)C)(C)C>C(OCC)(=O)C>[CH2:1]1[O:9][C:8]2[CH:7]=[CH:6][C:5]([CH:10]3[C:22]4[NH:21][C:20]5[C:15](=[CH:16][CH:17]=[CH:18][CH:19]=5)[C:14]=4[CH2:13][CH2:12][N:11]3[C:24]3[N:29]=[CH:28][C:27]([Br:30])=[CH:26][N:25]=3)=[CH:4][C:3]=2[O:2]1. Procedure: To the solution of 1-(3,4-methylenedioxyphenyl)-2,3,4,9-tetrahydro-1H-β-carboline (4.38 g, 15.0 mmol) (prepared according to the process as disclosed in WO97/43287, Intermediate 7, page 24) and 2-chloro-5-bromopyrimidine (2.90 g, 15.0 mmol) (prepared as in Example 51) in dry degassed DMF (30 ml) was added N,N-diisopropylethylamine (4.2 ml, 30 mmol). The mixture was heated at 120-130° C. overnight. The mixture was then cooled and diluted with ethyl acetate. The solution was washed with 0.5 N citr... Starting materials: CCOP(=O)(CC#N)OCC, C1CCOC1, CC(C)(C)[O-], COc1ccc(CNc2cc(Cn3c(Oc4cc(C)cc(C=O)c4)c(C(C)C)c(=O)[nH]c3=O)cc(F)n2)cc1, [K+]. Yields the product COc1ccc(CNc2cc(Cn3c(Oc4cc(C)cc(C=CC#N)c4)c(C(C)C)c(=O)[nH]c3=O)cc(F)n2)cc1. Reaction SMILES: [C:40](#[N:41])[CH2:42][P:43](=[O:44])([O:45][CH2:46][CH3:47])[O:48][CH2:49][CH3:50].[CH2:57]1[O:58][CH2:59][CH2:60][CH2:61]1.[CH3:51][C:52]([CH3:53])([O-:54])[CH3:55].[F:1][c:2]1[n:3][c:4]([NH:30][CH2:31][c:32]2[cH:33][cH:34][c:35]([O:38][CH3:39])[cH:36][cH:37]2)[cH:5][c:6]([CH2:8][n:9]2[c:10](=[O:29])[nH:11][c:12](=[O:28])[c:13]([CH:25]([CH3:26])[CH3:27])[c:14]2[O:15][c:16]2[cH:17][c:18]([CH:19]=[O:20])[cH:21][c:22]([CH3:24])[cH:23]2)[cH:7]1.[K+:56]>>[F:1][c:2]1[n:3][c:4]([NH:30][CH2:31][c:32]2[cH:33][cH:34][c:35]([O:38][CH3:39])[cH:36][cH:37]2)[cH:5][c:6]([CH2:8][n:9]2[c:10](=[O:29])[nH:11][c:12](=[O:28])[c:13]([CH:25]([CH3:26])[CH3:27])[c:14]2[O:15][c:16]2[cH:17][c:18]([CH:19]=[CH:42][C:40]#[N:41])[cH:21][c:22]([CH3:24])[cH:23]2)[cH:7]1. Starting materials: CC(=O)O, CC(=O)n1cc(C)c(=O)[nH]c1=O, CNN, CNN, ClCCl, ClCCl, NO, c1ccccc1. Yields the product CCn1cc(C)c(=O)[nH]c1=O. As a reaction SMILES: [C:24]([OH:25])(=[O:26])[CH3:27].[CH3:12][C:13](=[O:14])[n:15]1[c:16](=[O:17])[nH:18][c:19](=[O:20])[c:21]([CH3:22])[cH:23]1.[CH3:1][NH:2][NH2:3].[CH3:7][NH:8][NH2:9].[Cl:28][CH2:29][Cl:30].[Cl:4][CH2:5][Cl:6].[NH2:10][OH:11].[cH:31]1[cH:32][cH:33][cH:34][cH:35][cH:36]1>>[CH3:12][CH2:13][n:15]1[c:16](=[O:17])[nH:18][c:19](=[O:20])[c:21]([CH3:22])[cH:23]1. Reactants: FC=1C=CC(=C(C(=O)Cl)C1)C (5-fluoro-2-methylbenzoyl chloride), CN(CCCNC1=CC=C(C=N1)C(=O)N1CC=2N(CC3=C1C=CC=C3)C=CC2)C (10-[[6-[3-(dimethylamino)propylamino]-3-pyridinyl]carbonyl]-10,11-dihydro-5H-pyrrolo[2,1-c][1,4]benzodiazepine), C(C)(C)N(CC)C(C)C (diisopropylethylamine). Solvent: ClCCl (dichloromethane), ClCCl (dichloromethane). Conditions: time 16 hour. Product: CN(CCCN(C(C1=C(C=CC(=C1)F)C)=O)C1=NC=C(C=C1)C(=O)N1CC=2N(CC3=C1C=CC=C3)C=CC2)C (N-[3-(Dimethylamino)propyl]-N-[5-(5H-pyrrolo[2,1-c][1,4]benzodiazepin-10(11H) -ylcarbonyl)-2-pyridinyl]-5-fluoro-2-methylbenzamide). The yield is 71.3%. As a reaction SMILES: [F:1][C:2]1[CH:3]=[CH:4][C:5]([CH3:11])=[C:6]([CH:10]=1)[C:7](Cl)=[O:8].[CH3:12][N:13]([CH3:40])[CH2:14][CH2:15][CH2:16][NH:17][C:18]1[N:23]=[CH:22][C:21]([C:24]([N:26]2[C:32]3[CH:33]=[CH:34][CH:35]=[CH:36][C:31]=3[CH2:30][N:29]3[CH:37]=[CH:38][CH:39]=[C:28]3[CH2:27]2)=[O:25])=[CH:20][CH:19]=1.C(N(C(C)C)CC)(C)C>ClCCl>[CH3:40][N:13]([CH3:12])[CH2:14][CH2:15][CH2:16][N:17]([C:18]1[CH:19]=[CH:20][C:21]([C:24]([N:26]2[C:32]3[CH:33]=[CH:34][CH:35]=[CH:36][C:31]=3[CH2:30][N:29]3[CH:37]=[CH:38][CH:39]=[C:28]3[CH2:27]2)=[O:25])=[CH:22][N:23]=1)[C:7](=[O:8])[C:6]1[CH:10]=[C:2]([F:1])[CH:3]=[CH:4][C:5]=1[CH3:11]. Procedure: A solution of 6.35 g of 5-fluoro-2-methylbenzoyl chloride in 10 ml of dichloromethane is added to a solution of 2 mmol of 10-[[6-[3-(dimethylamino)propylamino]-3-pyridinyl]carbonyl]-10,11-dihydro-5H-pyrrolo[2,1-c][1,4]benzodiazepine and 5 ml of diisopropylethylamine in 75 ml of dichloromethane. The solution is stirred 16 hours at room temperature, washed with water, dried (MgSO4) and the solvent removed. The residue is purified by column chromatography over silica gel with 30% methanol in chloro...